Dataset: the Open Reaction Database (ORD), a public repository of structured organic reaction records. Task: describe an organic reaction: reactants, conditions, products, and yield Reactants: O (water), [N+](=O)([O-])C1=CC=C(C=C1)C(CC1=CC=C(O1)C(=O)OCC)C(C)=O (ethyl 5-{2-(4-nitrophenyl)-3-oxobutyl}-2-furancarboxylate), C(C)(CC)[BH-](C(C)CC)C(C)CC.[Li+] (lithium tri-sec-butylborohydride). The solvent is O1CCCC1 (tetrahydrofuran), O1CCCC1 (tetrahydrofuran). Run at temperature -78 celsius. Yields the product OC(C(CC1=CC=C(O1)C(=O)OCC)C1=CC=C(C=C1)[N+](=O)[O-])C (ethyl 5-{(2RS,3SR)-3-hydroxy-2-(4-nitrophenyl)butyl}-2-furancarboxylate). Yield: 66.4%. As a reaction SMILES: [N+:1]([C:4]1[CH:9]=[CH:8][C:7]([CH:10]([C:22](=[O:24])[CH3:23])[CH2:11][C:12]2[O:16][C:15]([C:17]([O:19][CH2:20][CH3:21])=[O:18])=[CH:14][CH:13]=2)=[CH:6][CH:5]=1)([O-:3])=[O:2].C([BH-](C(CC)C)C(CC)C)(CC)C.[Li+].O>O1CCCC1>[OH:24][CH:22]([CH3:23])[CH:10]([C:7]1[CH:6]=[CH:5][C:4]([N+:1]([O-:3])=[O:2])=[CH:9][CH:8]=1)[CH2:11][C:12]1[O:16][C:15]([C:17]([O:19][CH2:20][CH3:21])=[O:18])=[CH:14][CH:13]=1 |f:1.2|. Procedure: 5.48 g of ethyl 5-{2-(4-nitrophenyl)-3-oxobutyl}-2-furancarboxylate in 50 ml of tetrahydrofuran was mixed with 16.5 ml of 1M lithium tri-sec-butylborohydride in tetrahydrofuran under cooling at -78° C. under stirring and stirred at the same temperature for 2 hours. After addition of water, the reaction solution was stirred at room temperature for 1 hour and then extracted with ethyl acetate. The organic layer was washed with saturated aqueous sodium chloride and dried over anhydrous magnesium su... The reactants are C(#N)C1=CC=C(C=C1)CCC1CCC(CC1)C=O (4-[2-(p-cyanophenyl)ethyl]cyclohexanecarboxaldehyde), [OH-].[K+] (potassium hydroxide), [BH4-].[Na+] (sodium borohydride). Solvent: ice water. Reaction conditions: temperature 0 celsius. Product: OC[C@@H]1CC[C@H](CC1)CCC1=CC=C(C#N)C=C1 (p-[2-(trans-4-hydroxymethylcyclohexyl)ethyl]benzonitrile). Isolated yield 73.4%. Reaction SMILES: [C:1]([C:3]1[CH:8]=[CH:7][C:6]([CH2:9][CH2:10][CH:11]2[CH2:16][CH2:15][CH:14]([CH:17]=[O:18])[CH2:13][CH2:12]2)=[CH:5][CH:4]=1)#[N:2].[OH-].[K+].[BH4-].[Na+]>>[OH:18][CH2:17][C@H:14]1[CH2:13][CH2:12][C@H:11]([CH2:10][CH2:9][C:6]2[CH:5]=[CH:4][C:3]([C:1]#[N:2])=[CH:8][CH:7]=2)[CH2:16][CH2:15]1 |f:1.2,3.4|. Procedure: A mixture of 21.9 g of 4-[2-(p-cyanophenyl)ethyl]cyclohexanecarboxaldehyde (trans/cis=4:1) and 167 ml of 0.1N methanolic potassium hydroxide solution was cooled to 0° C. while stirring and gassing with nitrogen, treated portionwise within 20 minutes with 3.5 g of sodium borohydride and thereafter stirred for a further 30 minutes at 0° C. Subsequently, the grey suspension was poured cautiously on to 420 ml of ice-water and extracted three times with 300 ml of methylene chloride each time. The org... Reactants: CC(C)=CCCC(C)=CC(=O)O, CO, NC(C1CCCCC1)C1CCCCC1, [H][H]. Product: CC(C)=CCCC(C)CC(=O)O. RXN SMILES: [C:1]([CH:2]=[C:3]([CH3:4])[CH2:5][CH2:6][CH:7]=[C:8]([CH3:9])[CH3:10])(=[O:11])[OH:12].[CH3:29][OH:30].[CH:13]1([CH:14]([NH2:15])[CH:16]2[CH2:17][CH2:18][CH2:19][CH2:20][CH2:21]2)[CH2:22][CH2:23][CH2:24][CH2:25][CH2:26]1.[H:27][H:28]>>[C:1]([CH2:2][CH:3]([CH3:4])[CH2:5][CH2:6][CH:7]=[C:8]([CH3:9])[CH3:10])(=[O:11])[OH:12]. The reactants are CCOC(C)=O, COC(OC)C(Cl)N=Cc1cccc(Cl)c1, O=[Pt]. The product is COC(OC)C(Cl)NCc1cccc(Cl)c1. Reaction SMILES: [CH3:19][CH2:20][O:21][C:22](=[O:23])[CH3:24].[CH3:1][O:2][CH:3]([CH:4]([Cl:5])[N:6]=[CH:7][c:8]1[cH:9][c:10]([Cl:14])[cH:11][cH:12][cH:13]1)[O:15][CH3:16].[Pt:17]=[O:18]>>[CH3:1][O:2][CH:3]([CH:4]([Cl:5])[NH:6][CH2:7][c:8]1[cH:9][c:10]([Cl:14])[cH:11][cH:12][cH:13]1)[O:15][CH3:16]. The reactants are O=C(CBr)OCc1ccccc1, C1CCOC1, [H-], [Na+], O=C1NC(c2ccccc2)CCNC12CCCC2. Yields the product O=C(CN1C(=O)C2(CCCC2)NCCC1c1ccccc1)OCc1ccccc1. Reaction SMILES: [Br:21][CH2:22][C:23](=[O:24])[O:25][CH2:26][c:27]1[cH:28][cH:29][cH:30][cH:31][cH:32]1.[CH2:33]1[O:34][CH2:35][CH2:36][CH2:37]1.[H-:1].[Na+:2].[c:3]1([CH:9]2[CH2:10][CH2:11][NH:12][C:13]3([CH2:14][CH2:15][CH2:16][CH2:17]3)[C:18](=[O:20])[NH:19]2)[cH:4][cH:5][cH:6][cH:7][cH:8]1>>[c:3]1([CH:9]2[CH2:10][CH2:11][NH:12][C:13]3([CH2:14][CH2:15][CH2:16][CH2:17]3)[C:18](=[O:20])[N:19]2[CH2:22][C:23](=[O:24])[O:25][CH2:26][c:27]2[cH:28][cH:29][cH:30][cH:31][cH:32]2)[cH:4][cH:5][cH:6][cH:7][cH:8]1. Starting materials: Intermediate 216, FC(C(=O)O)(F)F.C1(CC1)CCOC=1NC(=C2N=C(N=C2N1)OC)N (2-[(2-cyclopropylethyl)oxy]-8-(methyloxy)-1H-purin-6-amine trifluoroacetate), BrCCC1CC(OCC1)(C)C (4-(2-bromoethyl)-2,2-dimethyltetrahydro-2H-pyran). Yields the product C1(CC1)CCOC1=NC(=C2N=C(N(C2=N1)CCC1CC(OCC1)(C)C)OC)N (2-[(2-Cyclopropylethyl)oxy]-9-[2-(2,2-dimethyltetrahydro-2H-pyran-4-yl)ethyl]-8-(methyloxy)-9H-purin-6-amine). Reaction SMILES: FC(F)(F)C(O)=O.[CH:8]1([CH2:11][CH2:12][O:13][C:14]2[NH:15][C:16]([NH2:25])=[C:17]3[C:21]([N:22]=2)=[N:20][C:19]([O:23][CH3:24])=[N:18]3)[CH2:10][CH2:9]1.Br[CH2:27][CH2:28][CH:29]1[CH2:34][CH2:33][O:32][C:31]([CH3:36])([CH3:35])[CH2:30]1>>[CH:8]1([CH2:11][CH2:12][O:13][C:14]2[N:22]=[C:21]3[C:17]([N:18]=[C:19]([O:23][CH3:24])[N:20]3[CH2:27][CH2:28][CH:29]3[CH2:34][CH2:33][O:32][C:31]([CH3:36])([CH3:35])[CH2:30]3)=[C:16]([NH2:25])[N:15]=2)[CH2:10][CH2:9]1 |f:0.1|. Reported procedure: Prepared similarly to Intermediate 216 from 2-[(2-cyclopropylethyl)oxy]-8-(methyloxy)-1H-purin-6-amine trifluoroacetate and 4-(2-bromoethyl)-2,2-dimethyltetrahydro-2H-pyran. The reactants are CN(C)C=O, N, [Na], Cc1cc(C)c(S(=O)(=O)N(C)CCO)c(C)c1, OCCS, Cc1cc(C)c(S(=O)(=O)O)c(C)c1. Yields the product Cc1cc(C)c(S(=O)(=O)N(C)CCSCCO)c(C)c1. As a reaction SMILES: [CH3:37][N:38]([CH3:39])[CH:40]=[O:41].[NH3:36].[Na:35].[OH:14][CH2:15][CH2:16][N:17]([S:18](=[O:19])(=[O:20])[c:21]1[c:22]([CH3:29])[cH:23][c:24]([CH3:28])[cH:25][c:26]1[CH3:27])[CH3:30].[OH:31][CH2:32][CH2:33][SH:34].[c:1]1([CH3:2])[cH:3][c:4]([CH3:5])[cH:6][c:7]([CH3:8])[c:9]1[S:10]([OH:11])(=[O:12])=[O:13]>>[CH2:15]([CH2:16][N:17]([S:18](=[O:19])(=[O:20])[c:21]1[c:22]([CH3:29])[cH:23][c:24]([CH3:28])[cH:25][c:26]1[CH3:27])[CH3:30])[S:34][CH2:33][CH2:32][OH:31].